This data is from the Open Reaction Database (ORD), a public repository of structured organic reaction records. The task is: describe an organic reaction: reactants, conditions, products, and yield The reactants are CCOC(C)=O, O=C(c1ccc(Cl)cc1)c1ccc(Cc2c(Cl)cc([N+](=O)[O-])cc2Cl)cc1, N. The product is Nc1cc(Cl)c(Cc2ccc(C(=O)c3ccc(Cl)cc3)cc2)c(Cl)c1. Reaction SMILES: [CH3:29][CH2:30][O:31][C:32](=[O:33])[CH3:34].[Cl:1][c:2]1[cH:3][cH:4][c:5]([C:6](=[O:7])[c:8]2[cH:9][cH:10][c:11]([CH2:12][c:13]3[c:14]([Cl:23])[cH:15][c:16]([N+:20]([O-:21])=[O:22])[cH:17][c:18]3[Cl:19])[cH:24][cH:25]2)[cH:26][cH:27]1.[NH3:28]>>[Cl:1][c:2]1[cH:3][cH:4][c:5]([C:6](=[O:7])[c:8]2[cH:9][cH:10][c:11]([CH2:12][c:13]3[c:14]([Cl:23])[cH:15][c:16]([NH2:20])[cH:17][c:18]3[Cl:19])[cH:24][cH:25]2)[cH:26][cH:27]1. Reported procedure: Using ethyl 4-aminobicyclo[2.2.2]octane-1-carboxylate trifluoroacetate (685 mg), (2S,4S)-4-fluoro-1-[2-(benzenesulfonyloxy)acetyl]pyrrolidine-2-carbonitrile (625 mg) and potassium iodide (33.2 mg), the same procedure was followed as in Example 7 to give (2S,4S)-1-[2-[(4-ethoxycarbonylbicyclo[2.2.2]oct-1-yl)amino]ac etyl]-4-fluoropyrrolidine-2-carbonitrile (511 mg, 73% yield). This compound was identical to the compound obtained in Example 7. The yield is 72.7%. Reaction SMILES: FC(F)(F)C(O)=O.[NH2:8][C:9]12[CH2:16][CH2:15][C:12]([C:17]([O:19][CH2:20][CH3:21])=[O:18])([CH2:13][CH2:14]1)[CH2:11][CH2:10]2.[F:22][C@@H:23]1[CH2:27][N:26]([C:28](=[O:40])[CH2:29]OS(C2C=CC=CC=2)(=O)=O)[C@H:25]([C:41]#[N:42])[CH2:24]1.[I-].[K+]>>[CH2:20]([O:19][C:17]([C:12]12[CH2:11][CH2:10][C:9]([NH:8][CH2:29][C:28]([N:26]3[CH2:27][C@@H:23]([F:22])[CH2:24][C@H:25]3[C:41]#[N:42])=[O:40])([CH2:16][CH2:15]1)[CH2:14][CH2:13]2)=[O:18])[CH3:21] |f:0.1,3.4|. Product: C(C)OC(=O)C12CCC(CC1)(CC2)NCC(=O)N2[C@@H](C[C@@H](C2)F)C#N ((2S,4S)-1-[2-[(4-ethoxycarbonylbicyclo[2.2.2]oct-1-yl)amino]ac etyl]-4-fluoropyrrolidine-2-carbonitrile). The reactants are FC(C(=O)O)(F)F.NC12CCC(CC1)(CC2)C(=O)OCC (ethyl 4-aminobicyclo[2.2.2]octane-1-carboxylate trifluoroacetate), F[C@H]1C[C@H](N(C1)C(COS(=O)(=O)C1=CC=CC=C1)=O)C#N ((2S,4S)-4-fluoro-1-[2-(benzenesulfonyloxy)acetyl]pyrrolidine-2-carbonitrile), [I-].[K+] (potassium iodide). Starting materials: C(C)(=O)NC(C(=O)O)(SC)C1=CC=CC=C1 (N-acetylamino-α-methylthiophenylacetic acid), C(C)(C)S (isopropyl mercaptan), C([O-])([O-])=O.[K+].[K+] (potassium carbonate), CO.O (methanol water). The solvent is O (water). The product is C(C)(=O)NC(C(=O)O)C1=CC=CC=C1 (α-acetylaminophenylacetic acid). Isolated yield 90.0%. As a reaction SMILES: [C:1]([NH:4][C:5]([C:11]1[CH:16]=[CH:15][CH:14]=[CH:13][CH:12]=1)(SC)[C:6]([OH:8])=[O:7])(=[O:3])[CH3:2].C(S)(C)C.C(=O)([O-])[O-].[K+].[K+].CO.O>O>[C:1]([NH:4][CH:5]([C:11]1[CH:16]=[CH:15][CH:14]=[CH:13][CH:12]=1)[C:6]([OH:8])=[O:7])(=[O:3])[CH3:2] |f:2.3.4,5.6|. Procedure details: 340 Milligrams of N-acetylamino-α-methylthiophenylacetic acid, 240 mg of isopropyl mercaptan, and 351 mg of potassium carbonate were added to 10 ml of a methanol-water mixture (9:1), and refluxed for 3 hours. Following a reduced pressure concentration of the reaction mixture to approximately 1 ml, 20 ml of water was added to the concentrate, which was then extracted with ethyl acetate. The organic phase was dried with Glauber's salt, and concentrated under reduced pressure. The residue was cryst...